describe an organic reaction: reactants, conditions, products, and yield From a dataset of the Open Reaction Database (ORD), a public repository of structured organic reaction records. The reactants are OC1C=C(C(C1)=O)SCCCCC(C)C(=O)OC (4(RS)-hydroxy-2-(5-methoxycarbonyl-5-methylpentylthio)-2-cyclopentenone), [Si](C)(C)(C(C)(C)C)Cl (t-butyldimethylsilyl chloride). Run in CN(P(N(C)C)(N(C)C)=O)C (hexamethylphosphoric triamide). RXN SMILES: [OH:1][CH:2]1[CH2:6][C:5](=[O:7])[C:4]([S:8][CH2:9][CH2:10][CH2:11][CH2:12][CH:13]([C:15]([O:17][CH3:18])=[O:16])[CH3:14])=[CH:3]1.[Si:19](Cl)([C:22]([CH3:25])([CH3:24])[CH3:23])([CH3:21])[CH3:20]>CN(C)P(=O)(N(C)C)N(C)C>[Si:19]([O:1][CH:2]1[CH2:6][C:5](=[O:7])[C:4]([S:8][CH2:9][CH2:10][CH2:11][CH2:12][CH:13]([C:15]([O:17][CH3:18])=[O:16])[CH3:14])=[CH:3]1)([C:22]([CH3:25])([CH3:24])[CH3:23])([CH3:21])[CH3:20]. Run at time 20 hour. Yields the product [Si](C)(C)(C(C)(C)C)OC1C=C(C(C1)=O)SCCCCC(C)C(=O)OC (4(RS)-t-butyldimethylsilyloxy-2-(5-methoxycarbonyl-5-methyl-pentylthio)-2-cyclopentenone). Procedure details: 726 mg of 4(RS)-hydroxy-2-(5-methoxycarbonyl-5-methylpentylthio)-2-cyclopentenone and 596 mg (3.96 mmoles) of t-butyldimethylsilyl chloride were dissolved in 10 ml of hexamethylphosphoric triamide, and the reaction was performed at 0° C. for 20 hours. After the reaction, the reaction mixture was extracted with ethyl acetate. The extract was dried and concentrated to give 2.09 g of a crude product. The crude product was chromatographed on a silica gel column using hexane/ethyl acetate (4/1) as an... Yield: 57.8%. The reactants are C1COCCN1, CS(C)=O, CCOc1ccc(-c2cc3[nH]c(C=CCCl)nc3c(C#N)n2)cc1C(F)(F)F. The product is CCOc1ccc(-c2cc3[nH]c(C=CCN4CCOCC4)nc3c(C#N)n2)cc1C(F)(F)F. RXN SMILES: [CH2:29]1[CH2:30][O:31][CH2:32][CH2:33][NH:34]1.[CH3:35][S:36]([CH3:37])=[O:38].[Cl:1][CH2:2][CH:3]=[CH:4][c:5]1[nH:6][c:7]2[c:8]([c:9]([C:26]#[N:27])[n:10][c:11](-[c:13]3[cH:14][c:15]([C:22]([F:23])([F:24])[F:25])[c:16]([O:19][CH2:20][CH3:21])[cH:17][cH:18]3)[cH:12]2)[n:28]1>>[CH2:2]([CH:3]=[CH:4][c:5]1[nH:6][c:7]2[c:8]([c:9]([C:26]#[N:27])[n:10][c:11](-[c:13]3[cH:14][c:15]([C:22]([F:23])([F:24])[F:25])[c:16]([O:19][CH2:20][CH3:21])[cH:17][cH:18]3)[cH:12]2)[n:28]1)[N:34]1[CH2:29][CH2:30][O:31][CH2:32][CH2:33]1. The reactants are cell-free extract solution, solution A, P(=O)([O-])([O-])[O-].[K+].[K+].[K+] (potassium phosphate), C(C1=CC=CC=C1)C(N)(CO)C(=O)O (α-benzyl-DL-serine), CC1=C(C(=C(C=N1)COP(=O)(O)O)C=O)O (pyridoxal phosphate), C=O (formaldehyde), alkali reagent. Reported procedure: A reaction mixture in a total amount of 0.1 mL obtained by adding 0.03 mL of the cell-free extract solution to a reaction solution A having a composition of 50 mM potassium phosphate buffer (pH 7.4), 10 mM α-benzyl-DL-serine and 0.1 mM pyridoxal phosphate was reacted at 30° C. for 10 minutes. After 10 minutes, the reaction was stopped by mixing 0.1 mL of an alkali reagent (5 N potassium hydroxide) attached in a formaldehyde kit, Test Wako (Wako Pure Chemicals Industries Ltd.). Yields the product C(C1=CC=CC=C1)[C@](N)(CO)C(=O)O (2-Benzylserine). RXN SMILES: P([O-])([O-])([O-])=O.[K+].[K+].[K+].[CH2:9]([C:16]([C:20]([OH:22])=[O:21])([CH2:18][OH:19])[NH2:17])[C:10]1[CH:15]=[CH:14][CH:13]=[CH:12][CH:11]=1.CC1N=CC(COP(O)(O)=O)=C(C=O)C=1O.C=O>>[CH2:9]([C@@:16]([C:20]([OH:22])=[O:21])([CH2:18][OH:19])[NH2:17])[C:10]1[CH:15]=[CH:14][CH:13]=[CH:12][CH:11]=1 |f:0.1.2.3|. Run at time 10 minute.